Dataset: the Open Reaction Database (ORD), a public repository of structured organic reaction records. Task: describe an organic reaction: reactants, conditions, products, and yield The reactants are BrC1=CN=C(C=2N1C=C(N2)CCC2=NC1=CC=CC=C1C=C2)N2CCOCC2 (4-(5-Bromo-2-(2-(quinolin-2-yl)ethyl)imidazo[1,2-a]pyrazin-8-yl)morpholine), CC1(OB(OC1(C)C)C1=CC=C(C=C1)SC1=CN=NN1COCC[Si](C)(C)C)C (5-((4-(4,4,5,5-tetramethyl-1,3,2-dioxaborolan-2-yl)phenyl)thio)-1-((2-(trimethylsilyl)ethoxy)methyl)-1H-1,2,3-triazole). The product is N1N=NC=C1SC1=CC=C(C=C1)C1=CN=C(C=2N1C=C(N2)CCC2=NC1=CC=CC=C1C=C2)N2CCOCC2 (4-(5-(4-((1H-1,2,3-triazol-5-yl)thio)phenyl)-2-(2-(quinolin-2-yl)ethyl)imidazo[1,2-a]pyrazin-8-yl)morpholine). As a reaction SMILES: Br[C:2]1[N:7]2[CH:8]=[C:9]([CH2:11][CH2:12][C:13]3[CH:22]=[CH:21][C:20]4[C:15](=[CH:16][CH:17]=[CH:18][CH:19]=4)[N:14]=3)[N:10]=[C:6]2[C:5]([N:23]2[CH2:28][CH2:27][O:26][CH2:25][CH2:24]2)=[N:4][CH:3]=1.CC1(C)C(C)(C)OB([C:37]2[CH:42]=[CH:41][C:40]([S:43][C:44]3[N:48](COCC[Si](C)(C)C)[N:47]=[N:46][CH:45]=3)=[CH:39][CH:38]=2)O1>>[NH:48]1[C:44]([S:43][C:40]2[CH:41]=[CH:42][C:37]([C:2]3[N:7]4[CH:8]=[C:9]([CH2:11][CH2:12][C:13]5[CH:22]=[CH:21][C:20]6[C:19](=[CH:18][CH:17]=[CH:16][CH:15]=6)[N:14]=5)[N:10]=[C:6]4[C:5]([N:23]4[CH2:24][CH2:25][O:26][CH2:27][CH2:28]4)=[N:4][CH:3]=3)=[CH:38][CH:39]=2)=[CH:45][N:46]=[N:47]1. Procedure: The title compound 36 was prepared from compound 3a and compound 63c using the methods described in Example 1, Step G. Subsequently, the SEM group was removed using the methods described in Example 37, Step C. 1H-NMR (400 MHz CDCl3) δ (ppm): 3.22-3.32 (m, 2H), 3.35-3.43 (m, 2H), 3.83 (br. s., 4H), 4.14 (br. s., 4H), 7.17-7.30 (m, 3H), 7.31-7.39 (m, 4H), 7.48-7.59 (m, 1H), 7.73 (br. s., 1H), 7.76-7.88 (m, 2H), 8.01 (d, J=8.6 Hz, 1H), 8.10 (d, J=8.6 Hz, 1H). Mass Spectrum LCMS, ESI (pos.) Calcd. f...